Dataset: the Open Reaction Database (ORD), a public repository of structured organic reaction records. Task: describe an organic reaction: reactants, conditions, products, and yield The reactants are COC1=CC(=NC=C1CCC(C)C)C (4-methoxy-5-isoamyl-2-picoline), C(C1=CC=CC=C1)=O (benzaldehyde). Solvent: C(C)(=O)OC(C)=O (acetic anhydride). Product: C(=CC1=CC=CC=C1)C1=NC=C(C(=C1)OC)CCC(C)C (2-styryl-4-methoxy-5-isoamyl-pyridine). Reaction SMILES: [CH3:1][O:2][C:3]1[C:8]([CH2:9][CH2:10][CH:11]([CH3:13])[CH3:12])=[CH:7][N:6]=[C:5]([CH3:14])[CH:4]=1.[CH:15](=O)[C:16]1[CH:21]=[CH:20][CH:19]=[CH:18][CH:17]=1>C(OC(=O)C)(=O)C>[CH:14]([C:5]1[CH:4]=[C:3]([O:2][CH3:1])[C:8]([CH2:9][CH2:10][CH:11]([CH3:12])[CH3:13])=[CH:7][N:6]=1)=[CH:15][C:16]1[CH:21]=[CH:20][CH:19]=[CH:18][CH:17]=1. Procedure details: The starting substance can be manufactured by dissolving 26 g of 4-methoxy-5-isoamyl-2-picoline in 78 ml of benzaldehyde and 86 ml of acetic anhydride and heating the reaction mixture for 16 hours under reflux. After cooling, the mixture is evaporated, treated with 2 N sodium hydroxide solution and extracted with ether. Distillation of the ether residue in a bulb tube in a high vacuum at a temperature of 180°-200° yields 2-styryl-4-methoxy-5-isoamyl-pyridine. Reactants: C1CCOC1, OC(c1ccccc1)C1CO1, Oc1cccc2ccsc12. Yields the product c1ccc(C(Oc2cccc3ccsc23)C2CO2)cc1. RXN SMILES: [CH2:22]1[O:23][CH2:24][CH2:25][CH2:26]1.[O:1]1[CH:2]([CH:4]([OH:5])[c:6]2[cH:7][cH:8][cH:9][cH:10][cH:11]2)[CH2:3]1.[OH:12][c:13]1[cH:14][cH:15][cH:16][c:17]2[cH:18][cH:19][s:20][c:21]12>>[O:1]1[CH:2]([CH:4]([O:5][c:13]2[cH:14][cH:15][cH:16][c:17]3[cH:18][cH:19][s:20][c:21]23)[c:6]2[cH:7][cH:8][cH:9][cH:10][cH:11]2)[CH2:3]1. Reactants: [OH-].[Na+] (NaOH), OC1=CC=NC=C1 (p-Hydroxypyridine), [OH-].C(C1=CC=CC=C1)[N+](C)(C)C (benzyltrimethylammonium hydroxide), CC(C#C)(C)Cl (3-methyl-3-chlorobut-1-yne). Solvent: O (H2O), CO (MeOH), C(Cl)Cl (CH2Cl2). Run at time 3.75 day. The product is CC1(C=CC=2C=NC=CC2O1)C (2,2-Dimethyl-2H-pyrano[3,2-c]pyridine). Reaction SMILES: [OH:1][C:2]1[CH:7]=[CH:6][N:5]=[CH:4][CH:3]=1.[OH-].[CH2:9]([N+](C)(C)C)[C:10]1[CH:15]=CC=[CH:12][CH:11]=1.CC(Cl)(C)C#C.[OH-].[Na+]>CO.C(Cl)Cl.O>[CH3:9][C:10]1([CH3:15])[O:1][C:2]2[CH:7]=[CH:6][N:5]=[CH:4][C:3]=2[CH:12]=[CH:11]1 |f:1.2,4.5|. Procedure details: p-Hydroxypyridine (32.0 g), 40% benzyltrimethylammonium hydroxide in MeOH (50.7 g) and 3-methyl-3-chlorobut-1-yne (37.4 g) were dissolved in CH2Cl2 (150 mL). To this stirred solution was added NaOH pellets (14.5 g) dissolved in H2O (150 mL) and the resulting mixture stirred vigorously at room temperature for 3.75 days. The layers were separated and the aqueous layer further extracted with CHCl3. The combined organic layers were evaporated and the resulting brown oil was taken up in Et2O and wash... Reactants: C1CC(N2CCOCC2)CCN1, Cc1cc(CC(OC(=O)N2CCC(N3CCc4ccccc4NC3=O)CC2)C(=O)O)cc(C)c1O. Product: Cc1cc(CC(OC(=O)N2CCC(N3CCc4ccccc4NC3=O)CC2)C(=O)N2CCC(N3CCOCC3)CC2)cc(C)c1O. As a reaction SMILES: [NH:36]1[CH2:37][CH2:38][CH:39]([N:42]2[CH2:43][CH2:44][O:45][CH2:46][CH2:47]2)[CH2:40][CH2:41]1.[O:1]=[C:2]1[NH:3][c:4]2[c:5]([cH:32][cH:33][cH:34][cH:35]2)[CH2:6][CH2:7][N:8]1[CH:9]1[CH2:10][CH2:11][N:12]([C:15](=[O:16])[O:17][CH:18]([CH2:19][c:20]2[cH:21][c:22]([CH3:28])[c:23]([OH:27])[c:24]([CH3:26])[cH:25]2)[C:29](=[O:30])[OH:31])[CH2:13][CH2:14]1>>[O:1]=[C:2]1[NH:3][c:4]2[c:5]([cH:32][cH:33][cH:34][cH:35]2)[CH2:6][CH2:7][N:8]1[CH:9]1[CH2:10][CH2:11][N:12]([C:15](=[O:16])[O:17][CH:18]([CH2:19][c:20]2[cH:21][c:22]([CH3:28])[c:23]([OH:27])[c:24]([CH3:26])[cH:25]2)[C:29](=[O:30])[N:36]2[CH2:37][CH2:38][CH:39]([N:42]3[CH2:43][CH2:44][O:45][CH2:46][CH2:47]3)[CH2:40][CH2:41]2)[CH2:13][CH2:14]1. Procedure details: A mixture of (2R,4S)-4-{(3,5-bis-trifluoromethyl-benzyl)-[5-(1-methyl-1H-pyrazol-4-yl)-pyrimidin-2-yl]-amino}-2-ethyl-pyrrolidine-1-carboxylic acid 3-methoxycarbonylphenyl ester (0.037 mmol; 25 mg), aqueous 6M HCl (0.5 mL) and 1,4-dioxane (0.1 mL) is stirred at 100° C. for 19 hours. The mixture is cooled to ambient temperature, then diluted with water and Et2O. The product is extracted three times with Et2O. The combined organic layer is washed with brine, dried over Na2SO4, filtered, concentrat... As a reaction SMILES: C[O:2][C:3]([C:5]1[CH:6]=[C:7]([O:11][C:12]([N:14]2[CH2:18][C@@H:17]([N:19]([CH2:32][C:33]3[CH:38]=[C:37]([C:39]([F:42])([F:41])[F:40])[CH:36]=[C:35]([C:43]([F:46])([F:45])[F:44])[CH:34]=3)[C:20]3[N:25]=[CH:24][C:23]([C:26]4[CH:27]=[N:28][N:29]([CH3:31])[CH:30]=4)=[CH:22][N:21]=3)[CH2:16][C@H:15]2[CH2:47][CH3:48])=[O:13])[CH:8]=[CH:9][CH:10]=1)=[O:4].Cl.O1CCOCC1>O.CCOCC>[C:3]([C:5]1[CH:6]=[C:7]([O:11][C:12]([N:14]2[CH2:18][C@@H:17]([N:19]([CH2:32][C:33]3[CH:34]=[C:35]([C:43]([F:44])([F:45])[F:46])[CH:36]=[C:37]([C:39]([F:41])([F:42])[F:40])[CH:38]=3)[C:20]3[N:25]=[CH:24][C:23]([C:26]4[CH:27]=[N:28][N:29]([CH3:31])[CH:30]=4)=[CH:22][N:21]=3)[CH2:16][C@H:15]2[CH2:47][CH3:48])=[O:13])[CH:8]=[CH:9][CH:10]=1)([OH:4])=[O:2]. Reactants: COC(=O)C=1C=C(C=CC1)OC(=O)N1[C@@H](C[C@@H](C1)N(C1=NC=C(C=N1)C=1C=NN(C1)C)CC1=CC(=CC(=C1)C(F)(F)F)C(F)(F)F)CC ((2R,4S)-4-{(3,5-bis-trifluoromethyl-benzyl)-[5-(1-methyl-1H-pyrazol-4-yl)-pyrimidin-2-yl]-amino}-2-ethyl-pyrrolidine-1-carboxylic acid 3-methoxycarbonylphenyl ester), Cl (HCl), O1CCOCC1 (1,4-dioxane). Product: C(=O)(O)C=1C=C(C=CC1)OC(=O)N1[C@@H](C[C@@H](C1)N(C1=NC=C(C=N1)C=1C=NN(C1)C)CC1=CC(=CC(=C1)C(F)(F)F)C(F)(F)F)CC ((2R,4S)-4-{(3,5-Bis-trifluoromethyl-benzyl)-[5-(1-methyl-1H-pyrazol-4-yl)-pyrimidin-2-yl]-amino}-2-ethyl-pyrrolidine-1-carboxylic acid 3-carboxy-phenyl ester). Yield: 32.6%. Reaction conditions: temperature 100 celsius, time 19 hour. Run in O (water), CCOCC (Et2O). Reactants: C1(=CC=CC=C1)C1=C(C(=NO1)C1=C2C(=NO1)C1=CC=C(C=C1CC2)CO)C(F)(F)F ((3-(5-phenyl-4-(trifluoromethyl)isoxazol-3-yl)-4,5-dihydronaphtho[1,2-c]isoxazol-7-yl)methanol), P(Br)(Br)Br (phosphorous tribromide), ice water. The solvent is ClCCl (dichloromethane). Reaction conditions: time 8 hour. Product: BrCC=1C=C2CCC=3C(=NOC3C3=NOC(=C3C(F)(F)F)C3=CC=CC=C3)C2=CC1 (7-(bromomethyl)-3-(5-phenyl-4-(trifluoromethyl)isoxazol-3-yl)-4,5-dihydronaphtho[1,2-c]isoxazole). The yield is 71.8%. RXN SMILES: [C:1]1([C:7]2[O:11][N:10]=[C:9]([C:12]3[O:16][N:15]=[C:14]4[C:17]5[C:22]([CH2:23][CH2:24][C:13]=34)=[CH:21][C:20]([CH2:25]O)=[CH:19][CH:18]=5)[C:8]=2[C:27]([F:30])([F:29])[F:28])[CH:6]=[CH:5][CH:4]=[CH:3][CH:2]=1.P(Br)(Br)[Br:32]>ClCCl>[Br:32][CH2:25][C:20]1[CH:21]=[C:22]2[C:17](=[CH:18][CH:19]=1)[C:14]1=[N:15][O:16][C:12]([C:9]3[C:8]([C:27]([F:28])([F:29])[F:30])=[C:7]([C:1]4[CH:6]=[CH:5][CH:4]=[CH:3][CH:2]=4)[O:11][N:10]=3)=[C:13]1[CH2:24][CH2:23]2. Reported procedure: To a solution of (3-(5-phenyl-4-(trifluoromethyl)isoxazol-3-yl)-4,5-dihydronaphtho[1,2-c]isoxazol-7-yl)methanol (Preparation 6B, 700 mg, 1.698 mmol) in anhydrous dichloromethane (25 mL) was added phosphorous tribromide (0.240 mL, 2.55 mmol) slowly at 0° C. under nitrogen. The reaction mixture was then stirred at room temperature overnight. Next, 10 mL of ice water was added at 0° C. to quench the reaction. The organic layer was separated, washed with saturated aqueous sodium bicarbonate solution...